Task: describe an organic reaction: reactants, conditions, products, and yield. Dataset: the Open Reaction Database (ORD), a public repository of structured organic reaction records Starting materials: [Br-], Br, Br, CN1CC=C(c2ccccc2)CC1, [Na+], O. Yields the product CN1CCC(O)(c2ccccc2)C(Br)C1. RXN SMILES: [Br-:16].[Br:17].[BrH:1].[CH3:2][N:3]1[CH2:4][CH2:5][C:6]([c:9]2[cH:10][cH:11][cH:12][cH:13][cH:14]2)=[CH:7][CH2:8]1.[Na+:15].[OH2:18]>>[Br:1][CH:7]1[C:6]([c:9]2[cH:10][cH:11][cH:12][cH:13][cH:14]2)([OH:18])[CH2:5][CH2:4][N:3]([CH3:2])[CH2:8]1. The reactants are C1(=CC=C(C=C1)S(=O)(=O)N1[C@@H](CSCC1)C(=O)O)C ((3R)-4-(4-toluenesulfonyl)thiomorpholine-3-carboxylic acid), C1(=CC=CC=C1)C=CCO ((3-phenyl)-allyl alcohol), C1CCC(CC1)N=C=NC2CCCCC2 (DCC). The reagents and catalysts are CN(C)C=1C=CN=CC1 (DMAP). Solvent: C(Cl)Cl (CH2Cl2). Conditions: time 24 hour. Product: C1(=CC=CC=C1)C=CCOC(=O)[C@H]1N(CCSC1)S(=O)(=O)C1=CC=C(C=C1)C ((3R)-4-(4-toluenesulfonyl)thiomorpholine-3-carboxylic acid (3-phenyl)-allyl ester). Yield: 50.3%. RXN SMILES: [C:1]1([CH3:19])[CH:6]=[CH:5][C:4]([S:7]([N:10]2[CH2:15][CH2:14][S:13][CH2:12][C@H:11]2[C:16]([OH:18])=[O:17])(=[O:9])=[O:8])=[CH:3][CH:2]=1.[C:20]1([CH:26]=[CH:27][CH2:28]O)[CH:25]=[CH:24][CH:23]=[CH:22][CH:21]=1.C1CCC(N=C=NC2CCCCC2)CC1>CN(C1C=CN=CC=1)C.C(Cl)Cl>[C:20]1([CH:26]=[CH:27][CH2:28][O:17][C:16]([C@@H:11]2[CH2:12][S:13][CH2:14][CH2:15][N:10]2[S:7]([C:4]2[CH:3]=[CH:2][C:1]([CH3:19])=[CH:6][CH:5]=2)(=[O:9])=[O:8])=[O:18])[CH:25]=[CH:24][CH:23]=[CH:22][CH:21]=1. Procedure: 0.301 g (1 mmol) of (3R)-4-(4-toluenesulfonyl)thiomorpholine-3-carboxylic acid, 0.200 g (1.5 mmol) of (3-phenyl)-allyl alcohol, 0.088 g (0.33 mmol) of CAS, 0.227 g (1.2 mmol) of DCC and 0.04 g (0.33 mmol) of DMAP were dissolved in 15 mL of CH2Cl2. The mixture was stirred for 24 h at room temperature. The solid was filtrated and the solvent was evaporated. The residual was dissolved in a suitable amount of ethyl acetate (20 ml) and then the mixture was filtered to remove insoluble substance. The ... The reactants are N#Cc1cnc(O)c([N+](=O)[O-])c1, CS(=O)(=O)Cl, ClCCl, NC1CCC(O)CC1. Yields the product N#Cc1cnc(NC2CCC(O)CC2)c([N+](=O)[O-])c1. Reaction SMILES: [C:1](#[N:2])[c:3]1[cH:4][c:5]([N+:10](=[O:11])[O-:12])[c:6]([OH:9])[n:7][cH:8]1.[CH3:13][S:14](=[O:15])(=[O:16])[Cl:17].[Cl:26][CH2:27][Cl:28].[NH2:18][CH:19]1[CH2:20][CH2:21][CH:22]([OH:25])[CH2:23][CH2:24]1>>[C:1](#[N:2])[c:3]1[cH:4][c:5]([N+:10](=[O:11])[O-:12])[c:6]([NH:18][CH:19]2[CH2:20][CH2:21][CH:22]([OH:25])[CH2:23][CH2:24]2)[n:7][cH:8]1. The product is N (ammonia), [Si](C)(C)(C(C)(C)C)O[C@@H](CNC(CC=1C=C(C(=O)NCCN2CCCC2)C=CC1)(C)C)C1=CC(=C(C=C1)O)CO (3-[2-({(2R)-2-{[tert-Butyl(dimethyl)silyl]oxy}-2-[4-hydroxy-3-(hydroxyl methyl)phenyl]ethyl}amino)-2-methylpropyl]-N-(2-pyrrolidin-1-ylethyl)benzamide). Conditions: time 18 hour. Starting materials: NCCN1CCCC1 (1-(2-Aminoethyl)pyrrolidine), Cl.CN(CCCN=C=NCC)C (1-(3-dimethylaminopropyl)-3-ethylcarbodiimide hydrochloride), [Si](C)(C)(C(C)(C)C)O[C@@H](CNC(CC=1C=C(C(=O)O)C=CC1)(C)C)C1=CC(=C(C=C1)O)CO (3-{2-[(2R)-2-(tert-butyldimethylsilanyloxy)-2-(4-hydroxy-3-hydroxy methyl-phenyl)ethylamino]-2-methylpropyl}benzoic acid), O.ON1N=NC2=C1C=CC=C2 (1-hydroxybenzotriazole hydrate), C(C)(C)N(C(C)C)CC (N,N-diisopropylethylamine). Procedure: 1-(2-Aminoethyl)pyrrolidine (83 μL, 0.63 mmol) was added to a mixture of 1-(3-dimethylaminopropyl)-3-ethylcarbodiimide hydrochloride (122 mg, 0.63 mmol), 3-{2-[(2R)-2-(tert-butyldimethylsilanyloxy)-2-(4-hydroxy-3-hydroxy methyl-phenyl)ethylamino]-2-methylpropyl}benzoic acid (preparation 37) (200 mg, 0.42 mmol), 1-hydroxybenzotriazole hydrate (63 mg, 0.47 mmol) and N,N-diisopropylethylamine (88 □L, 0.63 mmol) in N,N-dimethylformamide (5 mL). The resulting solution was stirred for 18 hours at room... Reaction SMILES: [NH2:1][CH2:2][CH2:3][N:4]1[CH2:8][CH2:7][CH2:6][CH2:5]1.Cl.CN(C)CCCN=C=NCC.[Si:21]([O:28][C@H:29]([C:45]1[CH:50]=[CH:49][C:48]([OH:51])=[C:47]([CH2:52][OH:53])[CH:46]=1)[CH2:30][NH:31][C:32]([CH3:44])([CH3:43])[CH2:33][C:34]1[CH:35]=[C:36]([CH:40]=[CH:41][CH:42]=1)[C:37](O)=[O:38])([C:24]([CH3:27])([CH3:26])[CH3:25])([CH3:23])[CH3:22].O.ON1C2C=CC=CC=2N=N1.C(N(CC)C(C)C)(C)C>CN(C)C=O>[NH3:1].[Si:21]([O:28][C@H:29]([C:45]1[CH:50]=[CH:49][C:48]([OH:51])=[C:47]([CH2:52][OH:53])[CH:46]=1)[CH2:30][NH:31][C:32]([CH3:44])([CH3:43])[CH2:33][C:34]1[CH:35]=[C:36]([CH:40]=[CH:41][CH:42]=1)[C:37]([NH:1][CH2:2][CH2:3][N:4]1[CH2:8][CH2:7][CH2:6][CH2:5]1)=[O:38])([C:24]([CH3:25])([CH3:26])[CH3:27])([CH3:23])[CH3:22] |f:1.2,4.5|. Run in CN(C=O)C (N,N-dimethylformamide). The reactants are ClC(=O)OC1=CC=C(C=C1)[N+](=O)[O-] (p-nitrophenyl chloroformate), C(C)(C)(C)OC([C@@H](N)CC1=CC=C(C=C1)F)=O (4-fluorophenylalanine tert-butyl ester), C(C)N (ethyl amine), C(Cl)Cl (CH2Cl2), Cl.Cl.N1=NC=CC=C1 (pyridazine dihydrochloride), C(C)(C)N(CC)C(C)C (diisopropylethylamine), C(Cl)Cl (CH2Cl2). The solvent is C(C)(=O)OCC (ethyl acetate). Run at time 2.5 hour. Yields the product C(=O)(OC(C)(C)C)N1N(CCCC1)C(=O)OCC1=CC=CC=C1 (1-Boc-2-Cbz-hexahydropyridazine). RXN SMILES: [C:1]([O:5][C:6](=[O:17])[C@H](CC1C=CC(F)=CC=1)N)([CH3:4])([CH3:3])[CH3:2].[CH2:18](N)[CH3:19].Cl[C:22]([O:24][C:25]1C=CC([N+]([O-])=O)=CC=1)=[O:23].Cl.Cl.[N:36]1[CH:41]=[CH:40][CH:39]=[CH:38][N:37]=1.C(N([CH:48]([CH3:50])[CH3:49])CC)(C)C.[CH2:51](Cl)Cl>C(OCC)(=O)C>[C:6]([N:36]1[CH2:41][CH2:40][CH2:39][CH2:38][N:37]1[C:22]([O:24][CH2:25][C:19]1[CH:18]=[CH:49][CH:48]=[CH:50][CH:51]=1)=[O:23])([O:5][C:1]([CH3:2])([CH3:3])[CH3:4])=[O:17] |f:3.4.5|. Procedure: To a solution of 0.1 g (0.42 mmol) 4-fluorophenylalanine tert-butyl ester in 1.0 mL of CH2Cl2 at 0° C. was added 0.065 g (0.5 mmol) of dilsopropyl ethyl amine followed by 0.093 g (0.46 mmol) of p-nitrophenyl chloroformate as a solid. After 30 minutes a solution of 82.7 mg (0.52 mmol) of pyridazine dihydrochloride (Step C) and 0.2 g (1.56 mmol) of diisopropylethylamine in 1.5 mL of CH2Cl2 was added. The reaction mixture was stirred for 2.5 hours and diluted with 20 mL of ethyl acetate. The soluti...